This data is from the Open Reaction Database (ORD), a public repository of structured organic reaction records. The task is: describe an organic reaction: reactants, conditions, products, and yield The reactants are C1=CC=C(C=C1)/C(=N/O)/C2=CC=C(C=C2)[N+](=O)[O-] (oxime resin), C(=O)(OC(C)(C)C)N[C@@H](CC1=CC=CC=C1)C(=O)O (BOC-L-phenylalanine), C(C)(C)N=C=NC(C)C (diisopropylcarbodiimide). Run in C(Cl)Cl (CH2Cl2). Run at time 3 day. Yields the product N([C@@H](CC1=CC=CC=C1)C(=O)O)C(=O)OC(C)(C)C.C1=CC=C(C=C1)/C(=N/O)/C2=CC=C(C=C2)[N+](=O)[O-] (BOC-L-Phe oxime resin). Isolated yield 398.0%. Reaction SMILES: [CH:1]1[CH:6]=[CH:5][C:4](/[C:7](/[C:10]2[CH:15]=[CH:14][C:13]([N+:16]([O-:18])=[O:17])=[CH:12][CH:11]=2)=[N:8]/[OH:9])=[CH:3][CH:2]=1.[C:19]([NH:26][C@H:27]([C:35]([OH:37])=[O:36])[CH2:28][C:29]1[CH:34]=[CH:33][CH:32]=[CH:31][CH:30]=1)([O:21][C:22]([CH3:25])([CH3:24])[CH3:23])=[O:20].C(N=C=NC(C)C)(C)C>C(Cl)Cl>[NH:26]([C:19]([O:21][C:22]([CH3:25])([CH3:24])[CH3:23])=[O:20])[C@H:27]([C:35]([OH:37])=[O:36])[CH2:28][C:29]1[CH:34]=[CH:33][CH:32]=[CH:31][CH:30]=1.[CH:1]1[CH:2]=[CH:3][C:4](/[C:7](/[C:10]2[CH:15]=[CH:14][C:13]([N+:16]([O-:18])=[O:17])=[CH:12][CH:11]=2)=[N:8]/[OH:9])=[CH:5][CH:6]=1 |f:4.5|. Reported procedure: A suspension of 8.6 g (5 mmol) of oxime resin (described in W. F. DeGrado and E. T. Kaiser, J. Org. Chem., 47, 3258 (1982)), 2.652 g of BOC-L-phenylalanine and 5.0 ml of 2.0M diisopropylcarbodiimide (DIC) in 96 ml of CH2Cl2 was shaken gently for 3days. The resulting resin was filtered off and washed successively with 5×100 ml of 2:1 CH2Cl2 /C2H5OH, 3×100 ml CH3OH and dried. Unreacted sites were blocked by shaking for 15 ml with 6.05 ml of C6H5COCl and 9.05 ml of diisopropylethylamine (DIEA) in 1... Reactants: O=C1N(CCCC1(C1=CC=CC=C1)C1=CC=CC=C1)CC(=O)O (2-(2-oxo-3,3-diphenylpiperidin-1-yl)acetic acid), 2-(1H-benzo[d][1,2,3]triazol-1-yl)-1,1,3,3-tetramethylisouronium hexafluorophosphate(V), C1(=CC=CC=C1)C1CNCCO1 (2-phenylmorpholine), C(C)(C)N(CC)C(C)C (diisopropylethylamine). The solvent is ClCCl (dichloromethane). Yields the product O=C(CN1C(C(CCC1)(C1=CC=CC=C1)C1=CC=CC=C1)=O)N1CC(OCC1)C1=CC=CC=C1 (1-[2-oxo-2-(2-phenylmorpholin-4-yl)ethyl]-3,3-diphenylpiperidin-2-one). Reaction SMILES: [O:1]=[C:2]1[C:7]([C:14]2[CH:19]=[CH:18][CH:17]=[CH:16][CH:15]=2)([C:8]2[CH:13]=[CH:12][CH:11]=[CH:10][CH:9]=2)[CH2:6][CH2:5][CH2:4][N:3]1[CH2:20][C:21]([OH:23])=O.[C:24]1([CH:30]2[O:35][CH2:34][CH2:33][NH:32][CH2:31]2)[CH:29]=[CH:28][CH:27]=[CH:26][CH:25]=1.C(N(C(C)C)CC)(C)C>ClCCl>[O:23]=[C:21]([N:32]1[CH2:33][CH2:34][O:35][CH:30]([C:24]2[CH:29]=[CH:28][CH:27]=[CH:26][CH:25]=2)[CH2:31]1)[CH2:20][N:3]1[CH2:4][CH2:5][CH2:6][C:7]([C:14]2[CH:15]=[CH:16][CH:17]=[CH:18][CH:19]=2)([C:8]2[CH:13]=[CH:12][CH:11]=[CH:10][CH:9]=2)[C:2]1=[O:1]. Procedure details: To 2-(2-oxo-3,3-diphenylpiperidin-1-yl)acetic acid (Example 68E, 0.103 g, 0.334 mmol), 2-(1H-benzo[d][1,2,3]triazol-1-yl)-1,1,3,3-tetramethylisouronium hexafluorophosphate(V) (0.155 g, 0.408 mmol) and 2-phenylmorpholine (0.074 g, 0.371 mmol) in dichloromethane (0.5 mL) was added diisopropylethylamine (0.097 mL, 0.556 mmol), and the reaction mixture was stirred at room temperature. After stirring overnight, the reaction was directly loaded onto a silica gel column (Analogix®, SF15-12), and the pr... Reactants: CS(=O)C (DMSO), N1C=NC=C1 (imidazole), FC1=CC(=C(C=C1)OC)Br (4-fluoro-2-bromoanisole), [OH-].[K+] (KOH), Cu2O. Run in C(C)OC(C)=O (ethylacetate). Run at temperature 140 celsius, time 24 hour. Yields the product FC1=CC(=C(C=C1)OC)N1C=NC=C1 (4-fluoro-2-(1H-imidazol-1-yl)anisole). Isolated yield 47.0%. Reaction SMILES: CS(C)=O.[NH:5]1[CH:9]=[CH:8][N:7]=[CH:6]1.[F:10][C:11]1[CH:16]=[CH:15][C:14]([O:17][CH3:18])=[C:13](Br)[CH:12]=1.[OH-].[K+]>C(OC(=O)C)C>[F:10][C:11]1[CH:16]=[CH:15][C:14]([O:17][CH3:18])=[C:13]([N:5]2[CH:9]=[CH:8][N:7]=[CH:6]2)[CH:12]=1 |f:3.4|. Reported procedure: To a degassed DMSO (20 mL) solution of imidazole (1.0 g, 15 mmol) was added 4-fluoro-2-bromoanisole (1.25 mL, 10 mmol), KOH (1.12 g, 20 mmol) and Cu2O (280 mg, 2 mmol) under nitrogen. The resulting mixture was stirred at 140° C. for 24 hrs under N2. After cooling to room temperature, the mixture was poured into ethylacetate (EA) (50 mL) and filtered. The filtrate was washed with water (50 mL×3) and dried over anhydrous magnesium sulfate. After rotary evaporation, the crude oil was purified via c... Reactants: C1(CC=CC2=CC=CC=C12)=O (1-naphthalenone), III. Run in O (water). Conditions: time 24 hour. The product is [C@@H]1(CCCC2=CC=CC=C12)O ((1S)-1,2,3,4-tetrahydro-1-naphthalenol). Reaction SMILES: [C:1]1(=[O:11])[C:10]2[C:5](=[CH:6][CH:7]=[CH:8][CH:9]=2)[CH:4]=[CH:3][CH2:2]1>O>[C@@H:1]1([OH:11])[C:10]2[C:5](=[CH:6][CH:7]=[CH:8][CH:9]=2)[CH2:4][CH2:3][CH2:2]1. Procedure details: Washed phaseolus aureus L (green grams) 50 g. were taken into a conical flask and allowed to soak in deionised water (400 ml) for a period of 24 hr. 1-naphthalenone (0.500 g; 0.0034 moles) III was added to the soaked phaseolus aureus L (green grams) in the above water, covered and allowed to shake for 46 hr at 15–20° C. Then the green grams were filtered off and washed with deionised water (3×100 ml). The combined filtrate was extracted with chloroform (3×500 ml). The chloroform layer was dried ... Reactants: C=CCN, Cc1cc(Cl)c2[nH]nc(C)c2n1. Product: C=CCNc1cc(C)nc2c(C)n[nH]c12. RXN SMILES: [CH2:1]([CH:2]=[CH2:3])[NH2:4].[Cl:5][c:6]1[c:7]2[c:8]([n:9][c:10]([CH3:12])[cH:11]1)[c:13]([CH3:16])[n:14][nH:15]2>>[CH2:1]([CH:2]=[CH2:3])[NH:4][c:6]1[c:7]2[c:8]([n:9][c:10]([CH3:12])[cH:11]1)[c:13]([CH3:16])[n:14][nH:15]2.